Dataset: the Open Reaction Database (ORD), a public repository of structured organic reaction records. Task: describe an organic reaction: reactants, conditions, products, and yield Reactants: [OH-].[Na+] (sodium hydroxide), ClC=1CN=CC2(C3=C(C1)C1=C(CC3)N(C(C1)C2C)C)C (10-chloro-1,2,3,4,5,6-hexahydro-3,6,12-trimethyl-2,6-methano-9H-pyrrolo[3,2-h][3]benzazocine), C(C)(=O)O (acetic acid), C(#N)[BH3-].[Na+] (sodium cyanoborohydride). The solvent is O (water). Run at time 6.75 hour. The product is ClC=1CNCC2(C3=C(C1)C1=C(CC3)N(C(C1)C2C)C)C (10-Chloro-1,2,3,4,5,6,7,8-octahydro-3,6,12-trimethyl-2,6-methano-9H-pyrrolo[3,2-h][3]benzazocine). Yield: 68.9%. RXN SMILES: [Cl:1][C:2]1[CH2:3][N:4]=[CH:5][C:6]2([CH3:20])[CH:17]([CH3:18])[CH:15]3[CH2:16][C:10]4=[C:11]([N:14]3[CH3:19])[CH2:12][CH2:13][C:7]2=[C:8]4[CH:9]=1.C(O)(=O)C.C([BH3-])#N.[Na+].[OH-].[Na+]>O>[Cl:1][C:2]1[CH2:3][NH:4][CH2:5][C:6]2([CH3:20])[CH:17]([CH3:18])[CH:15]3[CH2:16][C:10]4=[C:11]([N:14]3[CH3:19])[CH2:12][CH2:13][C:7]2=[C:8]4[CH:9]=1 |f:2.3,4.5|. Reported procedure: To a stirred solution of 1.50 g of 10-chloro-1,2,3,4,5,6-hexahydro-3,6,12-trimethyl-2,6-methano-9H-pyrrolo[3,2-h][3]benzazocine and 14 ml of acetic acid, cooled to 15° C. under nitrogen, was added, 1.00 g of sodium cyanoborohydride, with stirring. The reaction mixture was stirred an additional 6.75 hr and water was added. The solution was made basic (pH 12) with 50% aqueous sodium hydroxide solution. The mixture was extracted with ether and the combined organic layers were washed with brine, dri... As a reaction SMILES: N1([S:5]([C:8]2[CH:13]=[CH:12][C:11]([C:14]3[N:15]=[C:16]([C:21]4[O:22][C:23]([C:26]5[CH:31]=[CH:30][CH:29]=[CH:28][CH:27]=5)=[N:24][N:25]=4)[C:17]([NH2:20])=[N:18][CH:19]=3)=[CH:10][CH:9]=2)(=[O:7])=O)CCC1.[C:32]1(C2OC(C3C(N)=NC=C(C4C=CC=CC=4C4C=CC=CC=4)N=3)=NN=2)[CH:37]=CC=C[CH:33]=1.C(SC1C=CC=CC=1C1N=C(C2OC(C3C=CC=CC=3)=NN=2)C(N)=NC=1)C.O1C(C2C=CC=CC=2C2N=C(C3OC(C4C=CC=CC=4)=NN=3)C(N)=NC=2)=CN=C1.C(S(C1C=CC=CC=1C1N=C(C2OC(C3C=CC=CC=3)=NN=2)C(N)=NC=1)(=O)=O)(C)C>>[CH:32]([S:5]([C:8]1[CH:9]=[CH:10][C:11]([C:14]2[N:15]=[C:16]([C:21]3[O:22][C:23]([C:26]4[CH:31]=[CH:30][CH:29]=[CH:28][CH:27]=4)=[N:24][N:25]=3)[C:17]([NH2:20])=[N:18][CH:19]=2)=[CH:12][CH:13]=1)=[O:7])([CH3:37])[CH3:33]. Yields the product C(C)(C)S(=O)C1=CC=C(C=C1)C=1N=C(C(=NC1)N)C=1OC(=NN1)C1=CC=CC=C1 (5-(4-isopropylsulfinylphenyl)-3-(5-phenyl-1,3,4-oxadiazol-2-yl)pyrazin-2-amine). Reactants: N1(CCC1)S(=O)(=O)C1=CC=C(C=C1)C=1N=C(C(=NC1)N)C=1OC(=NN1)C1=CC=CC=C1 (5-[4-(azetidin-1-ylsulfonyl)phenyl]-3-(5-phenyl-1,3,4-oxadiazol-2-yl)pyrazin-2-amine), O1C=NC=C1C1=C(C=CC=C1)C=1N=C(C(=NC1)N)C=1OC(=NN1)C1=CC=CC=C1 (5-(2-oxazol-5-ylphenyl)-3-(5-phenyl-1,3,4-oxadiazol-2-yl)pyrazin-2-amine), C(C)(C)S(=O)(=O)C1=C(C=CC=C1)C=1N=C(C(=NC1)N)C=1OC(=NN1)C1=CC=CC=C1 (5-(2-isopropylsulfonylphenyl)-3-(5-phenyl-1,3,4-oxadiazol-2-yl)pyrazin-2-amine), C1(=CC=CC=C1)C1=NN=C(O1)C=1C(=NC=C(N1)C1=C(C=CC=C1)C1=CC=CC=C1)N (3-(5-phenyl-1,3,4-oxadiazol-2-yl)-5-(2-phenylphenyl)pyrazin-2-amine), C(C)SC1=C(C=CC=C1)C=1N=C(C(=NC1)N)C=1OC(=NN1)C1=CC=CC=C1 (5-(2-ethylsulfanylphenyl)-3-(5-phenyl-1,3,4-oxadiazol-2-yl)pyrazin-2-amine). Procedure: Compound IA-112 5-[4-(azetidin-1-ylsulfonyl)phenyl]-3-(5-phenyl-1,3,4-oxadiazol-2-yl)pyrazin-2-amine 1H NMR (400.0 MHz, CDCl3) d 2.0-2.2 (m, 2H), 3.0-3.2 (m, 2H), 3.83-3.9 (m, 4H), 7.6-7.7 (m, 3H), 8.05 (d, 2H), 8.25-8.3 (m, 4H) and 8.85 (s, 1H) ppm; MS (ES+) 435.2 Compound IA-134 3-(5-phenyl-1,3,4-oxadiazol-2-yl)-5-(2-phenylphenyl)pyrazin-2-amine 1H NMR (400 MHz, DMSO) d 7.2-7.28 (2H, m), 7.3-7.35 (1H, m), 7.45-7.5 (1H, m), 7.55-7.6 (3H, m), 7.65-7.7 (3H, m), 7.75-7.8 (1H, m), 7.72 (1H,$) and 8... Starting materials: O=C(Cl)OCc1ccccc1, Cl, Nc1ccc(C(=O)[O-])c(O)c1, [Na+], [Na+], [OH-]. Product: O=C(Nc1ccc(C(=O)O)c(O)c1)OCc1ccccc1. RXN SMILES: [Cl:13][C:14](=[O:15])[O:16][CH2:17][c:18]1[cH:19][cH:20][cH:21][cH:22][cH:23]1.[ClH:24].[NH2:1][c:2]1[cH:3][c:4]([OH:11])[c:5]([C:6](=[O:7])[O-:8])[cH:9][cH:10]1.[Na+:12].[Na+:26].[OH-:25]>>[NH:1]([c:2]1[cH:3][c:4]([OH:11])[c:5]([C:6](=[O:7])[OH:8])[cH:9][cH:10]1)[C:14](=[O:15])[O:16][CH2:17][c:18]1[cH:19][cH:20][cH:21][cH:22][cH:23]1. Reactants: OB(O)C1=CCCC1, CCOC(=O)C1(NC(=O)c2cccc(C)c2I)Cc2ccc(F)cc2C1, CCO, [K+], [K+], O=C([O-])[O-], C1COCCO1, [Pd]. Yields the product CCOC(=O)C1(NC(=O)c2cccc(C)c2C2=CCCC2)Cc2ccc(F)cc2C1. As a reaction SMILES: [C:27]1([B:32]([OH:33])[OH:34])=[CH:28][CH2:29][CH2:30][CH2:31]1.[CH2:1]([CH3:2])[O:3][C:4](=[O:5])[C:6]1([NH:16][C:17]([c:18]2[c:19]([I:25])[c:20]([CH3:24])[cH:21][cH:22][cH:23]2)=[O:26])[CH2:7][c:8]2[cH:9][cH:10][c:11]([F:15])[cH:12][c:13]2[CH2:14]1.[CH3:41][CH2:42][OH:43].[K+:35].[K+:36].[O-:37][C:38]([O-:39])=[O:40].[O:44]1[CH2:45][CH2:46][O:47][CH2:48][CH2:49]1.[Pd:50]>>[CH2:1]([CH3:2])[O:3][C:4](=[O:5])[C:6]1([NH:16][C:17]([c:18]2[c:19]([C:27]3=[CH:28][CH2:29][CH2:30][CH2:31]3)[c:20]([CH3:24])[cH:21][cH:22][cH:23]2)=[O:26])[CH2:7][c:8]2[cH:9][cH:10][c:11]([F:15])[cH:12][c:13]2[CH2:14]1. The reactants are O (H2O), OC1=CC=C(C=C1)C1=C(C2=C(S1)C=CC=C2)CC2=CC=C(C=C2)OCCN2CCCC2 (2-(4-hydroxyphenyl)-3-[4-[2-(1-pyrrolidinyl)ethoxy]benzyl]benzo[b]thiophene), BrCCO[Si](C1=CC=CC=C1)(C1=CC=CC=C1)C(C)(C)C (1-bromo-2-(tert-butyldiphenyl-silyloxy)ethane), C(=O)([O-])[O-].[K+].[K+] (K2CO3). Solvent: CN(C)C=O (DMF). Conditions: temperature 50 celsius. Yields the product [Si](C1=CC=CC=C1)(C1=CC=CC=C1)(C(C)(C)C)OCCOC1=CC=C(C=C1)C1=C(C2=C(S1)C=CC=C2)CC2=CC=C(C=C2)OCCN2CCCC2 (2-[4-[2-(tert-Butyldiphenylsilyloxy)ethoxy]phenyl]-3-[4-[2-(1-pyrrolidinyl)ethoxy]benzyl]benzo[b]thiophene). The yield is 126.9%. RXN SMILES: [OH:1][C:2]1[CH:7]=[CH:6][C:5]([C:8]2[S:12][C:11]3[CH:13]=[CH:14][CH:15]=[CH:16][C:10]=3[C:9]=2[CH2:17][C:18]2[CH:23]=[CH:22][C:21]([O:24][CH2:25][CH2:26][N:27]3[CH2:31][CH2:30][CH2:29][CH2:28]3)=[CH:20][CH:19]=2)=[CH:4][CH:3]=1.Br[CH2:33][CH2:34][O:35][Si:36]([C:49]([CH3:52])([CH3:51])[CH3:50])([C:43]1[CH:48]=[CH:47][CH:46]=[CH:45][CH:44]=1)[C:37]1[CH:42]=[CH:41][CH:40]=[CH:39][CH:38]=1.C([O-])([O-])=O.[K+].[K+].O>CN(C=O)C>[Si:36]([O:35][CH2:34][CH2:33][O:1][C:2]1[CH:7]=[CH:6][C:5]([C:8]2[S:12][C:11]3[CH:13]=[CH:14][CH:15]=[CH:16][C:10]=3[C:9]=2[CH2:17][C:18]2[CH:23]=[CH:22][C:21]([O:24][CH2:25][CH2:26][N:27]3[CH2:28][CH2:29][CH2:30][CH2:31]3)=[CH:20][CH:19]=2)=[CH:4][CH:3]=1)([C:49]([CH3:50])([CH3:51])[CH3:52])([C:43]1[CH:44]=[CH:45][CH:46]=[CH:47][CH:48]=1)[C:37]1[CH:42]=[CH:41][CH:40]=[CH:39][CH:38]=1 |f:2.3.4|. Procedure details: A mixture of 2.00 g (4.66 mmol) of 2-(4-hydroxyphenyl)-3-[4-[2-(1-pyrrolidinyl)ethoxy]benzyl]benzo[b]thiophene, 1.86 g (5.12 mmol) of 1-bromo-2-(tert-butyldiphenyl-silyloxy)ethane, and 1.93 g (14.0 mmol) of K2CO3 in 50 mL DMF was heated to 50° C. for 22 h. The reaction was poured into 250 mL of H2O and the mixture extracted with EtOAc (3×100 mL). The combined organic extracts were washed with H2O (2×100 mL), dried over K2CO3, filtered and concentrated in vacuo to give 4.21 g of an oily solid. Pu... The reactants are C(C)(=O)C=1C(OC2=CC(=CC=C2C1)N(CC)CC)=O (3-acetyl-7-diethylaminocoumarin), CC(=O)C1=CC2=CC3=C4C(=C2OC1=O)CCCN4CCC3 (Coumarin 334). The solvent is C(C)O (ethanol). Product: C(C)N(C1=CC=C(C=C1)C=CC(=O)C=1C(OC=2C(C1)=CC=1CCCN3CCCC2C13)=O)CCN1CCCCC1 (10-(3-(N-ethyl-N-(2-piperidinoethyl)-4-aminophenyl)propenoyl)-1H,2H,3H,5H,6H,7H,11H-[1]benzopyrano[6,7,8-ij]quinolizin-11-one). As a reaction SMILES: C(C1C(=O)O[C:7]2[C:12]([CH:13]=1)=[CH:11][CH:10]=[C:9]([N:14]([CH2:17][CH3:18])[CH2:15][CH3:16])[CH:8]=2)(=O)C.[CH3:20][C:21]([C:23]1[C:32](=[O:33])[O:31][C:30]2[C:25](=[CH:26][C:27]3[CH2:40][CH2:39][CH2:38][N:37]4[C:28]=3[C:29]=2[CH2:34][CH2:35][CH2:36]4)[CH:24]=1)=[O:22]>C(O)C>[CH2:17]([N:14]([CH2:15][CH2:16][N:37]1[CH2:28][CH2:29][CH2:34][CH2:35][CH2:36]1)[C:9]1[CH:8]=[CH:7][C:12]([CH:13]=[CH:20][C:21]([C:23]2[C:32](=[O:33])[O:31][C:30]3[C:25](=[CH:26][C:27]4[CH2:40][CH2:39][CH2:38][N:37]5[C:28]=4[C:29]=3[CH2:34][CH2:35][CH2:36]5)[CH:24]=2)=[O:22])=[CH:11][CH:10]=1)[CH3:18]. Procedure details: 10-(3-(N-ethyl-N-(2-piperidinoethyl)-4-aminophenyl)propenoyl)-1H,2H,3H,5H,6H,7H,11H-[1]benzopyrano[6,7,8-ij]quinolizin-11-one (7) was prepared according to the procedure of Example 3 wherein 3-acetyl-7-diethylaminocoumarin was replaced by Coumarin 334; (Eastman Kodak, Rochester, N.Y.) λmax (ethanol)=503 nm ##STR14## Reactants: CCO, CCNc1nc(O)cc(CC(=O)O)n1. Yields the product CCNc1nc(C)cc(O)n1. Reaction SMILES: [CH3:15][CH2:16][OH:17].[OH:1][c:2]1[n:3][c:4]([NH:12][CH2:13][CH3:14])[n:5][c:6]([CH2:8][C:9]([OH:10])=[O:11])[cH:7]1>>[OH:1][c:2]1[n:3][c:4]([NH:12][CH2:13][CH3:14])[n:5][c:6]([CH3:8])[cH:7]1.